From a dataset of the Open Reaction Database (ORD), a public repository of structured organic reaction records. describe an organic reaction: reactants, conditions, products, and yield Starting materials: C1COCCN1, C1CCOC1, O=[N+]([O-])c1ccc2nc(Cl)cnc2c1. The product is O=[N+]([O-])c1ccc2nc(N3CCOCC3)cnc2c1. RXN SMILES: [CH2:15]1[CH2:16][O:17][CH2:18][CH2:19][NH:20]1.[CH2:21]1[O:22][CH2:23][CH2:24][CH2:25]1.[Cl:1][c:2]1[n:3][c:4]2[cH:5][cH:6][c:7]([N+:12](=[O:13])[O-:14])[cH:8][c:9]2[n:10][cH:11]1>>[c:2]1([N:20]2[CH2:15][CH2:16][O:17][CH2:18][CH2:19]2)[n:3][c:4]2[cH:5][cH:6][c:7]([N+:12](=[O:13])[O-:14])[cH:8][c:9]2[n:10][cH:11]1.